Dataset: the Open Reaction Database (ORD), a public repository of structured organic reaction records. Task: describe an organic reaction: reactants, conditions, products, and yield The product is CCCCc1csc(NS(=O)(=O)c2cccc(Cl)c2C)n1. RXN SMILES: [CH2:1]([CH2:2][CH2:3][CH3:4])[c:5]1[n:6][c:7]([NH2:10])[s:8][cH:9]1.[Cl:11][c:12]1[c:13]([CH3:22])[c:14]([S:18](=[O:19])(=[O:20])[Cl:21])[cH:15][cH:16][cH:17]1>>[CH2:1]([CH2:2][CH2:3][CH3:4])[c:5]1[n:6][c:7]([NH:10][S:18]([c:14]2[c:13]([CH3:22])[c:12]([Cl:11])[cH:17][cH:16][cH:15]2)(=[O:19])=[O:20])[s:8][cH:9]1. Starting materials: CCCCc1csc(N)n1, Cc1c(Cl)cccc1S(=O)(=O)Cl.